Dataset: the Open Reaction Database (ORD), a public repository of structured organic reaction records. Task: describe an organic reaction: reactants, conditions, products, and yield Starting materials: Cc1ccc(S(=O)(=O)Cl)cc1, CC(C)(C#N)c1cccc(C(=O)Nc2cccc(Oc3ccc(N)nc3)c2)c1, O, c1ccncc1. Yields the product Cc1ccc(S(=O)(=O)Nc2ccc(Oc3cccc(NC(=O)c4cccc(C(C)(C)C#N)c4)c3)cn2)cc1. Reaction SMILES: [CH3:29][c:30]1[cH:31][cH:32][c:33]([S:36](=[O:37])(=[O:38])[Cl:39])[cH:34][cH:35]1.[NH2:1][c:2]1[cH:3][cH:4][c:5]([O:8][c:9]2[cH:10][c:11]([NH:15][C:16]([c:17]3[cH:18][c:19]([C:23]([CH3:24])([CH3:25])[C:26]#[N:27])[cH:20][cH:21][cH:22]3)=[O:28])[cH:12][cH:13][cH:14]2)[cH:6][n:7]1.[OH2:40].[cH:41]1[cH:42][cH:43][n:44][cH:45][cH:46]1>>[NH:1]([c:2]1[cH:3][cH:4][c:5]([O:8][c:9]2[cH:10][c:11]([NH:15][C:16]([c:17]3[cH:18][c:19]([C:23]([CH3:24])([CH3:25])[C:26]#[N:27])[cH:20][cH:21][cH:22]3)=[O:28])[cH:12][cH:13][cH:14]2)[cH:6][n:7]1)[S:36]([c:33]1[cH:32][cH:31][c:30]([CH3:29])[cH:35][cH:34]1)(=[O:37])=[O:38]. Reactants: FC1=CC=C(C=C1)C1=C(N=C(S1)C)C(=O)N1[C@@H](CCC1)CC=1OC=C(N1)C1=CC=CC=C1 (1-[5-(4-Fluoro-phenyl)-2-methyl-thiazol-4-yl]-1-[(S)-2-(4-phenyl-oxazol-2-ylmethyl)-pyrrolidin-1-yl]-methanone), BrN1C(CCC1=O)=O (N-bromosuccinimide). The product is BrC1=C(N=C(O1)C[C@H]1N(CCC1)C(=O)C=1N=C(SC1C1=CC=C(C=C1)F)C)C1=CC=CC=C1 (1-[(S)-2-(5-Bromo-4-phenyl-oxazol-2-ylmethyl)-pyrrolidin-1-yl]-1-[5-(4-fluoro-phenyl)-2-methyl-thiazol-4-yl]-methanone). The yield is 74.8%. RXN SMILES: [F:1][C:2]1[CH:7]=[CH:6][C:5]([C:8]2[S:12][C:11]([CH3:13])=[N:10][C:9]=2[C:14]([N:16]2[CH2:20][CH2:19][CH2:18][C@H:17]2[CH2:21][C:22]2[O:23][CH:24]=[C:25]([C:27]3[CH:32]=[CH:31][CH:30]=[CH:29][CH:28]=3)[N:26]=2)=[O:15])=[CH:4][CH:3]=1.[Br:33]N1C(=O)CCC1=O>>[Br:33][C:24]1[O:23][C:22]([CH2:21][C@@H:17]2[CH2:18][CH2:19][CH2:20][N:16]2[C:14]([C:9]2[N:10]=[C:11]([CH3:13])[S:12][C:8]=2[C:5]2[CH:4]=[CH:3][C:2]([F:1])=[CH:7][CH:6]=2)=[O:15])=[N:26][C:25]=1[C:27]1[CH:28]=[CH:29][CH:30]=[CH:31][CH:32]=1. Reported procedure: The title compound (0.066 g) was prepared by treating the compound of example 172 (0.075 g) with N-bromosuccinimide (0.030 g) according to the method of example 164. The reactants are CC(C)(C)C(=O)Cl, N#Cc1nc2ccc(O)cc2s1, C1CCOC1, O, c1ccncc1. The product is CC(C)(C)C(=O)Oc1ccc2nc(C#N)sc2c1. RXN SMILES: [C:19]([C:20]([CH3:21])([CH3:22])[CH3:23])(=[O:24])[Cl:25].[C:1](#[N:2])[c:3]1[s:4][c:5]2[c:6]([n:7]1)[cH:8][cH:9][c:10]([OH:12])[cH:11]2.[CH2:26]1[O:27][CH2:28][CH2:29][CH2:30]1.[OH2:31].[cH:13]1[cH:14][cH:15][n:16][cH:17][cH:18]1>>[C:1](#[N:2])[c:3]1[s:4][c:5]2[c:6]([n:7]1)[cH:8][cH:9][c:10]([O:12][C:19]([C:20]([CH3:21])([CH3:22])[CH3:23])=[O:24])[cH:11]2. Reactants: COC(=O)C=1N=C(C=2C(N(C=CC2C1O)CC1=CC=CC=C1)=O)C#N (7-benzyl-1-cyano-4-hydroxy-8-oxo-7,8-dihydro-[2,7]naphthyridine-3-carboxylic acid methyl ester), NCC(=O)O (glycine), C[O-].[Na+] (NaOMe). The product is C(C1=CC=CC=C1)N1C=CC=2C(=C(N=C(C2C1=O)C#N)C(=O)NCC(=O)O)O ([(7-Benzyl-1-cyano-4-hydroxy-8-oxo-7,8-dihydro-[2,7]naphthyridine-3-carbonyl)-amino]-acetic acid). Isolated yield 67.0%. Reaction SMILES: CO[C:3]([C:5]1[N:6]=[C:7]([C:24]#[N:25])[C:8]2[C:9](=[O:23])[N:10]([CH2:16][C:17]3[CH:22]=[CH:21][CH:20]=[CH:19][CH:18]=3)[CH:11]=[CH:12][C:13]=2[C:14]=1[OH:15])=[O:4].[NH2:26][CH2:27][C:28]([OH:30])=[O:29].C[O-].[Na+]>>[CH2:16]([N:10]1[C:9](=[O:23])[C:8]2[C:7]([C:24]#[N:25])=[N:6][C:5]([C:3]([NH:26][CH2:27][C:28]([OH:30])=[O:29])=[O:4])=[C:14]([OH:15])[C:13]=2[CH:12]=[CH:11]1)[C:17]1[CH:22]=[CH:21][CH:20]=[CH:19][CH:18]=1 |f:2.3|. Procedure: A mixture of 7-benzyl-1-cyano-4-hydroxy-8-oxo-7,8-dihydro-[2,7]naphthyridine-3-carboxylic acid methyl ester (25 mg, 0.075 mmol), glycine (745 mg, 9.9 mmol) and NaOMe solution (15 mL, 7.5 mmol, 0.5 M in MeOH) was refluxed for 16 h. After the mixture was cooled to r.t., solvent was evaporated in vacuo. The residue was partitioned between EtOAc (50 mL) and water (30 mL). 1 M HCl was added with vigorous stirring until pH was about 2. The aqueous layer was extracted with additional EtOAc, and the com... The solvent is C1(=CC=CC=C1)C (toluene). Procedure details: A 3.66 g amount of methyl(4R)-4-[(1R,7aR)-octahydro-4-trimethylsilyloxy-7a-methyl-1H-inden-1-yl]-2-pentenoate was placed in a 500 ml eggplant-shaped flask, and 100 ml of hexane and 40 ml of toluene were then added to dissolve it. The solution was cooled to −95° C., then 12.2 ml of diisobutylaluminum hydride was slowly added and the solution stirred at the same temperature for 1 hour. Next, a further 24 ml of diisobutylaluminum hydride was added, followed by stirring for 2 hours. The consumption ... Reaction conditions: temperature -95 celsius, time 1 hour. The reactants are C[Si](OC1C2CC[C@@H]([C@]2(CCC1)C)[C@@H](C=CC(=O)OC)C)(C)C (methyl(4R)-4-[(1R,7aR)-octahydro-4-trimethylsilyloxy-7a-methyl-1H-inden-1-yl]-2-pentenoate), CCCCCC (hexane), [H-].C(C(C)C)[Al+]CC(C)C (diisobutylaluminum hydride), [H-].C(C(C)C)[Al+]CC(C)C (diisobutylaluminum hydride). RXN SMILES: [CH3:1][Si:2]([CH3:23])([CH3:22])[O:3][CH:4]1[CH2:12][CH2:11][CH2:10][C@@:9]2([CH3:13])[CH:5]1[CH2:6][CH2:7][C@@H:8]2[C@H:14]([CH3:21])[CH:15]=[CH:16][C:17](OC)=[O:18].CCCCCC.[H-].C([Al+]CC(C)C)C(C)C>C1(C)C=CC=CC=1>[CH3:23][Si:2]([CH3:1])([CH3:22])[O:3][CH:4]1[CH2:12][CH2:11][CH2:10][C@@:9]2([CH3:13])[CH:5]1[CH2:6][CH2:7][C@@H:8]2[C@H:14]([CH3:21])[CH:15]=[CH:16][CH2:17][OH:18] |f:2.3|. Yields the product C[Si](OC1C2CC[C@@H]([C@]2(CCC1)C)[C@@H](C=CCO)C)(C)C ((4R)-4-[(1R, 7aR)-octahydro-4-trimethylsilyloxy-7a-methyl-1H-inden-1-y l]-2-penten-1-ol). The reactants are Cc1ccccc1, Cc1cc(C#N)sc1C=O, O, OCCO, Cc1ccc(S(=O)(=O)O)cc1. The product is Cc1cc(C#N)sc1C1OCCO1. As a reaction SMILES: [CH3:27][c:28]1[cH:29][cH:30][cH:31][cH:32][cH:33]1.[CH:1](=[O:2])[c:3]1[c:4]([CH3:10])[cH:5][c:6]([C:8]#[N:9])[s:7]1.[OH2:15].[OH:11][CH2:12][CH2:13][OH:14].[c:16]1([CH3:17])[cH:18][cH:19][c:20]([S:21]([OH:22])(=[O:23])=[O:24])[cH:25][cH:26]1>>[CH:1]1([c:3]2[c:4]([CH3:10])[cH:5][c:6]([C:8]#[N:9])[s:7]2)[O:2][CH2:13][CH2:12][O:11]1.